Dataset: the Open Reaction Database (ORD), a public repository of structured organic reaction records. Task: describe an organic reaction: reactants, conditions, products, and yield Reactants: thiol, C1CC(CCC1CN2C(=O)C=CC2=O)C(=O)ON3C(=O)CCC3=O.C(CCCCC)(=O)[O-] (SMCC caproate), N1=CC=CC=C1 (pyridine), solution, C(CS)C(=O)O (Mercaptopropionic acid), C1=CC(=C(C=C1SSC2=CC(=C(C=C2)[N+](=O)[O-])C(=O)O)C(=O)O)[N+](=O)[O-] (DTNB). Run at time 12 hour. Yields the product C(=O)(O)CCCCCNC(=O)C1CCC(CC1)CN1C(C(CC1=O)CCC(=O)O)=S (N-[4-(5-carboxypentylcarbamoyl)-cyclohexylmethyl]-2-(carboxy)ethyl thiosuccinimide). As a reaction SMILES: [CH2:1]1[CH:6]([CH2:7][N:8]2[C:13](=O)[CH:12]=[CH:11][C:9]2=[O:10])[CH2:5][CH2:4][CH:3]([C:15]([O:17]N2C(=O)CCC2=O)=O)[CH2:2]1.[C:25]([O-:32])(=[O:31])[CH2:26][CH2:27]CCC.[CH2:33]([C:36]([OH:38])=[O:37])[CH2:34]S.C1C([S:45]SC2C=CC([N+]([O-])=O)=C(C(O)=O)C=2)=CC(C(O)=O)=C([N+]([O-])=O)C=1.[N:65]1C=C[CH:68]=[CH:67][CH:66]=1>>[C:36]([CH2:33][CH2:34][CH2:68][CH2:67][CH2:66][NH:65][C:15]([CH:3]1[CH2:2][CH2:1][CH:6]([CH2:7][N:8]2[C:9](=[O:10])[CH2:11][CH:12]([CH2:27][CH2:26][C:25]([OH:32])=[O:31])[C:13]2=[S:45])[CH2:5][CH2:4]1)=[O:17])([OH:38])=[O:37] |f:0.1|. Procedure: SMCC-caproate (0.01 g, 2.86×10-5 mol) was dissolved in 0.071 ml pyridine and 0.016 ml (6.4×10-6 mol) of the solution aliquoted into a test tube. Mercaptopropionic acid (0.0056 ml of 1.15M solution in dimethylformamide, 6.4×10-6 mol) was added to the tube, the solution gassed with argon, and the tube sealed. After 12 hr at room temperature, no thiol remained (as determined by reaction with DTNB) and the solvents were removed in vacuo. The residue was dissolved in 0.03 ml of 0.2M potassium phospha... The reactants are C(Cl)(Cl)Cl (chloroform), C=1C=CC2=C(C1)CCC(=O)O2 (dihydrocoumarin), O1CCCC1 (tetrahydrofuran), [Cl-].[NH4+] (ammonium chloride). Product: ClC1CCN(CC1)C (4-chloro-N-methylpiperidine), III, O=C1C(C=CC=C1)O (keto-phenol). Yield: 46.0%. RXN SMILES: [CH:1]1[CH:2]=[CH:3]C2O[C:9](=[O:10])[CH2:8]C[C:5]=2[CH:6]=1.[Cl-:12].[NH4+:13].[CH:14](Cl)(Cl)Cl.[O:18]1[CH2:22][CH2:21][CH2:20][CH2:19]1>>[Cl:12][CH:1]1[CH2:2][CH2:3][N:13]([CH3:14])[CH2:5][CH2:6]1.[O:10]=[C:9]1[CH:8]=[CH:19][CH:20]=[CH:21][CH:22]1[OH:18] |f:1.2|. Procedure: The Grignard reagent of 4-chloro-N-methylpiperidine (60 g, 0.47 moles) is prepared as in Example 3A. To this is added a solution of 23 g (0.155 moles) dihydrocoumarin in 100 ml tetrahydrofuran over 20 minutes (reaction is refluxed). Refluxed for 31/2 hours. The flask is cooled in an ice bath and saturated ammonium chloride solution is added (200 ml). The layers are separated and the aqueous extracted with tetrahydrofuran. The organics are dried (magnesium sulfate) and evaporated. The residue, af... Starting materials: C1CCNCC1, CCOCC, O=[N+]([O-])c1ccc(Cl)c2nc(Cl)sc12. Yields the product O=[N+]([O-])c1ccc(Cl)c2nc(N3CCCCC3)sc12. As a reaction SMILES: [CH2:15]1[CH2:16][CH2:17][NH:18][CH2:19][CH2:20]1.[CH3:21][CH2:22][O:23][CH2:24][CH3:25].[Cl:1][c:2]1[s:3][c:4]2[c:5]([n:6]1)[c:7]([Cl:14])[cH:8][cH:9][c:10]2[N+:11](=[O:12])[O-:13]>>[c:2]1([N:18]2[CH2:17][CH2:16][CH2:15][CH2:20][CH2:19]2)[s:3][c:4]2[c:5]([n:6]1)[c:7]([Cl:14])[cH:8][cH:9][c:10]2[N+:11](=[O:12])[O-:13]. The reactants are [BH4-], C#CCBr, CN(C)C=O, ClC(Cl)Cl, N#CSc1ccc(N)c([N+](=O)[O-])c1, [Na+], O. Yields the product C#CCSc1ccc(N)c([N+](=O)[O-])c1. As a reaction SMILES: [BH4-:19].[CH2:21]([C:22]#[CH:24])[Br:23].[CH3:14][N:15]([CH3:16])[CH:17]=[O:18].[CH:26]([Cl:27])([Cl:28])[Cl:29].[NH2:1][c:2]1[c:3]([N+:11](=[O:12])[O-:13])[cH:4][c:5]([S:8][C:9]#[N:10])[cH:6][cH:7]1.[Na+:20].[OH2:25]>>[NH2:1][c:2]1[c:3]([N+:11](=[O:12])[O-:13])[cH:4][c:5]([S:8][CH2:9][C:21]#[CH:22])[cH:6][cH:7]1. The reactants are [BH3-]C#N, CCc1ccc(C=O)cc1, CO, CC(=O)O, CCOC(=O)CCCn1cc(C(=O)c2ccc(N)c(O)c2)c2ccccc21, [Na+], O. The product is CCOC(=O)CCCn1cc(C(=O)c2ccc(NCc3ccc(CC)cc3)c(O)c2)c2ccccc21. As a reaction SMILES: [C:40]([BH3-:41])#[N:42].[CH2:30]([CH3:31])[c:32]1[cH:33][cH:34][c:35]([CH:36]=[O:37])[cH:38][cH:39]1.[CH3:28][OH:29].[CH3:45][C:46](=[O:47])[OH:48].[NH2:1][c:2]1[c:3]([OH:27])[cH:4][c:5]([C:6](=[O:7])[c:8]2[cH:9][n:10]([CH2:17][CH2:18][CH2:19][C:20](=[O:21])[O:22][CH2:23][CH3:24])[c:11]3[cH:12][cH:13][cH:14][cH:15][c:16]23)[cH:25][cH:26]1.[Na+:43].[OH2:44]>>[NH:1]([c:2]1[c:3]([OH:27])[cH:4][c:5]([C:6](=[O:7])[c:8]2[cH:9][n:10]([CH2:17][CH2:18][CH2:19][C:20](=[O:21])[O:22][CH2:23][CH3:24])[c:11]3[cH:12][cH:13][cH:14][cH:15][c:16]23)[cH:25][cH:26]1)[CH2:36][c:35]1[cH:34][cH:33][c:32]([CH2:30][CH3:31])[cH:39][cH:38]1. The reactants are F (Hydrogen fluoride), [F-].[Na+] (sodium fluoride), O (water), [Si](C)(C)(C(C)(C)C)OC1=CC=C(OC(=O)C=2C=C(C=C(C2)C(=O)OC2=CC=C(C=C2)O[Si](C)(C)C(C)(C)C)N2C(C=CC2=O)=O)C=C1 (N-[3,5-di-(4-(tert-butyldimethylsilyloxy)phenoxycarbonyl)phenyl]maleimide). Solvent: C1CCOC1 (THF). Reaction conditions: time 8 hour. Product: OC1=CC=C(OC(=O)C=2C=C(C=C(C2)C(=O)OC2=CC=C(C=C2)O)N2C(C=CC2=O)=O)C=C1 (N-[3,5-di-(4-hydroxyphenoxycarbonyl)phenyl]maleimide). Isolated yield 95.9%. As a reaction SMILES: [Si]([O:8][C:9]1[CH:47]=[CH:46][C:12]([O:13][C:14]([C:16]2[CH:17]=[C:18]([N:39]3[C:43](=[O:44])[CH:42]=[CH:41][C:40]3=[O:45])[CH:19]=[C:20]([C:22]([O:24][C:25]3[CH:30]=[CH:29][C:28]([O:31][Si](C(C)(C)C)(C)C)=[CH:27][CH:26]=3)=[O:23])[CH:21]=2)=[O:15])=[CH:11][CH:10]=1)(C(C)(C)C)(C)C.F.[F-].[Na+].O>C1COCC1>[OH:31][C:28]1[CH:29]=[CH:30][C:25]([O:24][C:22]([C:20]2[CH:19]=[C:18]([N:39]3[C:43](=[O:44])[CH:42]=[CH:41][C:40]3=[O:45])[CH:17]=[C:16]([C:14]([O:13][C:12]3[CH:11]=[CH:10][C:9]([OH:8])=[CH:47][CH:46]=3)=[O:15])[CH:21]=2)=[O:23])=[CH:26][CH:27]=1 |f:2.3|. Reported procedure: N-[3,5-di-(4-(tert-butyldimethylsilyloxy)phenoxycarbonyl)phenyl]maleimide (35 g 0.052 mole) was dissolved in THF (500 ml). Hydrogen fluoride (2.5 M, 70 ml), sodium fluoride (3 g) and water (280 ml) were added. The reaction mixture was stirred overnight and most of the solvent was removed. Filtration of the product over a silica bed and concentration in vacuo afforded N-[3,5-di-(4-hydroxyphenoxycarbonyl)phenyl]maleimide (22.2 g, 96%). Solvent: C1CCOC1 (THF). Run at time 8 hour. Yields the product FC1=CC=C(C=C1)C(CO)(CO)C=1C=NC(=NC1)N1CCN(CC1)C(=O)OC(C)(C)C (tert-butyl 4-(5-(2-(4-fluorophenyl)-1,3-dihydroxypropan-2-yl)pyrimidin-2-yl)piperazine-1-carboxylate). Isolated yield 92.5%. Reaction SMILES: [F:1][C:2]1[CH:7]=[CH:6][C:5]([C:8]([C:15]2[CH:16]=[N:17][C:18]([N:21]3[CH2:26][CH2:25][N:24]([C:27]([O-:29])=[O:28])[CH2:23][CH2:22]3)=[N:19][CH:20]=2)([CH2:13][OH:14])[C:9]([O:11]C)=O)=[CH:4][CH:3]=1.[Li+].[BH4-]>C1COCC1>[F:1][C:2]1[CH:3]=[CH:4][C:5]([C:8]([C:15]2[CH:16]=[N:17][C:18]([N:21]3[CH2:26][CH2:25][N:24]([C:27]([O:29][C:5]([CH3:8])([CH3:6])[CH3:4])=[O:28])[CH2:23][CH2:22]3)=[N:19][CH:20]=2)([CH2:13][OH:14])[CH2:9][OH:11])=[CH:6][CH:7]=1 |f:1.2|. Procedure: A solution of 4-(5-(2-(4-fluorophenyl)-3-hydroxy-1-methoxy-1-oxopropan-2-yl)pyrimidin-2-yl)piperazine-1-carboxylate (700 mg, 1.5 mmol) in 20 mL of THF was cooled to −10° C., followed by the addition of LiBH4 (180 mg, 7.5 mmol) slowly. This mixture was allowed to warm to RT and stirred overnight. The reaction was quenched by MeOH (3 mL) and then concentrated in vacuo. The residue was purified by silica gel column (DCM:MeOH, 10:1) to obtain the desired product (300 mg, yield 47%) as a yellow foam.... Reactants: FC1=CC=C(C=C1)C(C(=O)OC)(CO)C=1C=NC(=NC1)N1CCN(CC1)C(=O)[O-] (4-(5-(2-(4-fluorophenyl)-3-hydroxy-1-methoxy-1-oxopropan-2-yl)pyrimidin-2-yl)piperazine-1-carboxylate), [Li+].[BH4-] (LiBH4).